Dataset: the Open Reaction Database (ORD), a public repository of structured organic reaction records. Task: describe an organic reaction: reactants, conditions, products, and yield Yields the product CCC(C)Oc1ccc(OC(C)C(=O)OC)cc1. RXN SMILES: [Br:19][CH:20]([C:21](=[O:22])[O:23][CH3:24])[CH3:25].[C:13](=[O:14])([O-:15])[O-:16].[CH3:1][CH:2]([CH2:3][CH3:4])[O:5][c:6]1[cH:7][cH:8][c:9]([OH:12])[cH:10][cH:11]1.[CH3:32][CH2:33][CH2:34][CH2:35][CH2:36][CH3:37].[K+:17].[K+:18].[O:27]=[CH:28][N:29]([CH3:30])[CH3:31].[OH2:26]>>[CH3:1][CH:2]([CH2:3][CH3:4])[O:5][c:6]1[cH:7][cH:8][c:9]([O:12][CH:20]([C:21](=[O:22])[O:23][CH3:24])[CH3:25])[cH:10][cH:11]1. The reactants are COC(=O)C(C)Br, O=C([O-])[O-], CCC(C)Oc1ccc(O)cc1, CCCCCC, [K+], [K+], CN(C)C=O, O. Reactants: Cl (HCl), [Li+].[OH-] (LiOH), FC(C=1C=C(C=C(C1)C(F)(F)F)C1=NN(C=N1)\C=C/C(=O)OC(C)C)(F)F ((Z)-isopropyl 3-(3-(3,5-bis(trifluoromethyl)phenyl)-1H-1,2,4-triazol-1-yl)acrylate). Run in O (water), C1CCOC1 (THF), O (water). Reaction conditions: time 3.5 hour. Yields the product FC(C=1C=C(C=C(C1)C(F)(F)F)C1=NN(C=N1)\C=C/C(=O)O)(F)F ((Z)-3-(3-(3,5-bis(trifluoromethyl)phenyl)-1H-1,2,4-triazol-1-yl)acrylic acid). Isolated yield 94.8%. As a reaction SMILES: [F:1][C:2]([F:27])([F:26])[C:3]1[CH:4]=[C:5]([C:13]2[N:17]=[CH:16][N:15](/[CH:18]=[CH:19]\[C:20]([O:22]C(C)C)=[O:21])[N:14]=2)[CH:6]=[C:7]([C:9]([F:12])([F:11])[F:10])[CH:8]=1.[Li+].[OH-].Cl>C1COCC1.O>[F:27][C:2]([F:1])([F:26])[C:3]1[CH:4]=[C:5]([C:13]2[N:17]=[CH:16][N:15](/[CH:18]=[CH:19]\[C:20]([OH:22])=[O:21])[N:14]=2)[CH:6]=[C:7]([C:9]([F:10])([F:11])[F:12])[CH:8]=1 |f:1.2|. Procedure: A 3-neck round-bottom flask was charged with a solution of (Z)-isopropyl 3-(3-(3,5-bis(trifluoromethyl)phenyl)-1H-1,2,4-triazol-1-yl)acrylate (3) (130 g, 1.0 eq.) in THF (1.3 L) and treated with a solution of LiOH (69.3 g, 5 eq) in water (1.3 L). The reaction mixture was stirred at ambient temperature for 3-4 h before being diluted with 400 mL water, acidified (pH=2-3) with dilute aqueous HCl and extracted with EtOAc (3×1 L). The combined organic layers were washed with brine, dried over anhydro... The reactants are NC1=NC=C(C=C1)Br (2-amino-5-bromopyridine), ClCC(=O)CCl (1,3-dichloroacetone). Run in COCCOC (1,2-dimethoxyethane). The product is BrC=1C=CC=2N(C1)C=C(N2)CCl (6-bromo-2-chloromethylimidazo-[1,2-a]pyridine). Isolated yield 10.4%. As a reaction SMILES: [NH2:1][C:2]1[CH:7]=[CH:6][C:5]([Br:8])=[CH:4][N:3]=1.[Cl:9][CH2:10][C:11]([CH2:13]Cl)=O>COCCOC>[Br:8][C:5]1[CH:6]=[CH:7][C:2]2[N:3]([CH:13]=[C:11]([CH2:10][Cl:9])[N:1]=2)[CH:4]=1. Procedure: A mixture of 2-amino-5-bromopyridine (10.0 g). 1,3-dichloroacetone (7.71 g) and 1,2-dimethoxyethane (40 ml) was stirred at room temperature for 4 hours. The precipitated crystals were collected by filtration, to which ethanol (100 ml) was added and heated under reflux. The reaction mixture was concentrated, diluted with saturated aqueous sodium bicarbonate, and extracted with ethyl acetate. The ethyl acetate layer was washed with water, dried (MgSO4), and concentrated under reduced pressure to g... The reactants are O=C([O-])[O-], OB(O)c1ccccc1Cl, [Cs+], [Cs+], CNC(=O)c1c(-c2ccc(F)cc2)oc2ccc(-c3cc(C(=O)OC)c(OS(=O)(=O)C(F)(F)F)cc3C)cc12, C1COCCO1, O, c1ccc(P(c2ccccc2)(c2ccccc2)[Pd](P(c2ccccc2)(c2ccccc2)c2ccccc2)(P(c2ccccc2)(c2ccccc2)c2ccccc2)P(c2ccccc2)(c2ccccc2)c2ccccc2)cc1. The product is CNC(=O)c1c(-c2ccc(F)cc2)oc2ccc(-c3cc(C(=O)OC)c(-c4ccccc4Cl)cc3C)cc12. As a reaction SMILES: [C:56](=[O:57])([O-:58])[O-:59].[Cl:46][c:47]1[c:48]([B:53]([OH:54])[OH:55])[cH:49][cH:50][cH:51][cH:52]1.[Cs+:60].[Cs+:61].[F:1][c:2]1[cH:3][cH:4][c:5](-[c:8]2[o:9][c:10]3[c:11]([c:12]2[C:13]([NH:14][CH3:15])=[O:16])[cH:17][c:18](-[c:21]2[c:22]([CH3:39])[cH:23][c:24]([O:31][S:32]([C:33]([F:34])([F:35])[F:36])(=[O:37])=[O:38])[c:25]([C:26](=[O:27])[O:28][CH3:29])[cH:30]2)[cH:19][cH:20]3)[cH:6][cH:7]1.[O:40]1[CH2:41][CH2:42][O:43][CH2:44][CH2:45]1.[OH2:139].[cH:62]1[cH:63][cH:64][c:65]([P:66]([Pd:67]([P:68]([c:69]2[cH:70][cH:71][cH:72][cH:73][cH:74]2)([c:75]2[cH:76][cH:77][cH:78][cH:79][cH:80]2)[c:81]2[cH:82][cH:83][cH:84][cH:85][cH:86]2)([P:87]([c:88]2[cH:89][cH:90][cH:91][cH:92][cH:93]2)([c:94]2[cH:95][cH:96][cH:97][cH:98][cH:99]2)[c:100]2[cH:101][cH:102][cH:103][cH:104][cH:105]2)[P:106]([c:107]2[cH:108][cH:109][cH:110][cH:111][cH:112]2)([c:113]2[cH:114][cH:115][cH:116][cH:117][cH:118]2)[c:119]2[cH:120][cH:121][cH:122][cH:123][cH:124]2)([c:125]2[cH:126][cH:127][cH:128][cH:129][cH:130]2)[c:131]2[cH:132][cH:133][cH:134][cH:135][cH:136]2)[cH:137][cH:138]1>>[F:1][c:2]1[cH:3][cH:4][c:5](-[c:8]2[o:9][c:10]3[c:11]([c:12]2[C:13]([NH:14][CH3:15])=[O:16])[cH:17][c:18](-[c:21]2[c:22]([CH3:39])[cH:23][c:24](-[c:48]4[c:47]([Cl:46])[cH:52][cH:51][cH:50][cH:49]4)[c:25]([C:26](=[O:27])[O:28][CH3:29])[cH:30]2)[cH:19][cH:20]3)[cH:6][cH:7]1. The reactants are CCCCCCCNC(=O)N(C)c1cccc(-c2ccc(C=C(C)C(=O)OCC)cc2OCC)c1, CCOCC, CCO, CCCCC, [Na+], [OH-]. The product is CCCCCCCNC(=O)N(C)c1cccc(-c2ccc(C=C(C)C(=O)O)cc2OCC)c1. As a reaction SMILES: [CH2:3]([CH3:4])[O:5][c:6]1[c:7](-[c:20]2[cH:21][c:22]([N:26]([C:27](=[O:28])[NH:29][CH2:30][CH2:31][CH2:32][CH2:33][CH2:34][CH2:35][CH3:36])[CH3:37])[cH:23][cH:24][cH:25]2)[cH:8][cH:9][c:10]([CH:12]=[C:13]([C:14](=[O:15])[O:16][CH2:17][CH3:18])[CH3:19])[cH:11]1.[CH2:41]([O:42][CH2:43][CH3:44])[CH3:45].[CH3:38][CH2:39][OH:40].[CH3:46][CH2:47][CH2:48][CH2:49][CH3:50].[Na+:2].[OH-:1]>>[CH2:3]([CH3:4])[O:5][c:6]1[c:7](-[c:20]2[cH:21][c:22]([N:26]([C:27](=[O:28])[NH:29][CH2:30][CH2:31][CH2:32][CH2:33][CH2:34][CH2:35][CH3:36])[CH3:37])[cH:23][cH:24][cH:25]2)[cH:8][cH:9][c:10]([CH:12]=[C:13]([C:14](=[O:15])[OH:16])[CH3:19])[cH:11]1. Starting materials: OC=1C=CC=C2C=CC(=NC12)C (8-hydroxy-2-methylquinoline), CS(=O)(=O)OCC1=C(C(=CC=C1C)[N+](=O)[O-])C (2,6-dimethyl-3-nitrobenzyl methanesulfonate), CC1=C(CCl)C(=CC=C1[N+](=O)[O-])C (2,6-dimethyl-3-nitrobenzyl chloride), [H-].[Na+] (sodium hydride). Solvent: CN(C=O)C (N,N-dimethylformamide), O (Water). Run at time 15 minute. Yields the product CC1=C(COC=2C=CC=C3C=CC(=NC23)C)C(=CC=C1[N+](=O)[O-])C (8-(2,6-dimethyl-3-nitrobenzyloxy)-2-methylquinoline). RXN SMILES: CS([O:5][CH2:6][C:7]1[C:12]([CH3:13])=[CH:11][CH:10]=[C:9]([N+:14]([O-:16])=[O:15])[C:8]=1[CH3:17])(=O)=O.CC1C([N+]([O-])=O)=CC=C(C)C=1CCl.[H-].[Na+].O[C:34]1[CH:35]=[CH:36][CH:37]=[C:38]2[C:43]=1[N:42]=[C:41]([CH3:44])[CH:40]=[CH:39]2>CN(C)C=O.O>[CH3:17][C:8]1[C:9]([N+:14]([O-:16])=[O:15])=[CH:10][CH:11]=[C:12]([CH3:13])[C:7]=1[CH2:6][O:5][C:34]1[CH:35]=[CH:36][CH:37]=[C:38]2[C:43]=1[N:42]=[C:41]([CH3:44])[CH:40]=[CH:39]2 |f:2.3|. Reported procedure: To a mixture of 2,6-dimethyl-3-nitrobenzyl methanesulfonate and 2,6-dimethyl-3-nitrobenzyl chloride obtained above in N,N-dimethylformamide (13 ml) was added sodium hydride (60% in oil, 335 mg) under ice-bath cooling, and the mixture was stirred for 15 minutes. To the mixture was added 8-hydroxy-2-methylquinoline (1.27 g), and the mixture was stirred for 1 hour at ambient temperature. Water was added there to, and the resulting precipitate was collected by filtration to give 8-(2,6-dimethyl-3-ni... Solvent: CN(C)C=O (DMF), C1CCOC1 (THF). Starting materials: [Li+].CC(C)[N-]C(C)C (LDA), C=C1CC(=O)O1 (diketene), OC1(C=CC(C=C1)=O)C#CC1=CC=CC=C1 (4-Hydroxy-4-(phenylethynyl)-2,5-cyclohexadien-1-one), product, [Li+].CC(C)[N-]C(C)C (LDA), C1CCCCC1 (cyclohexane), C=C1CC(=O)O1 (Diketene). As a reaction SMILES: [OH:1][C:2]1([C:9]#[C:10][C:11]2[CH:16]=[CH:15][CH:14]=[CH:13][CH:12]=2)[CH:7]=[CH:6][C:5](=[O:8])[CH:4]=[CH:3]1.[Li+].CC([N-]C(C)C)C.C1CCCCC1.[CH2:31]=[C:32]1[O:36][C:34](=[O:35])[CH2:33]1>C1COCC1.CN(C=O)C>[C:32]([CH:33]1[CH:3]2[CH2:4][C:5](=[O:8])[CH:6]=[CH:7][C:2]2([C:9]#[C:10][C:11]2[CH:12]=[CH:13][CH:14]=[CH:15][CH:16]=2)[O:1][C:34]1=[O:35])(=[O:36])[CH3:31] |f:1.2|. Reported procedure: 4-Hydroxy-4-(phenylethynyl)-2,5-cyclohexadien-1-one, the product of Example 2A, (10.5 g, 0.05 mole) was dissolved in dry THF (100 mL). The reaction was cooled to -30° C. and treated with 1.96M LDA in cyclohexane (25.5 mL, 0.05 mole). During the addition of the LDA solution, a beige-colored slurry formed. The reaction was cooled to -78° C. and stirred at that temperature for 40 min. Dry DMF (10 mL) was added. The reaction immediately became homogeneous. Diketene (6.3 mL, 0.08 mole) was added rapi... The yield is 53.0%. Run at temperature -30 celsius, time 40 minute. The product is C(C)(=O)C1C(OC2(C1CC(C=C2)=O)C#CC2=CC=CC=C2)=O (3-Acetyl-3a, 7a-dihydro-7a-(phenylethynyl)benzofuran-2,5(3H,4H)dione).